Dataset: the Open Reaction Database (ORD), a public repository of structured organic reaction records. Task: describe an organic reaction: reactants, conditions, products, and yield Reactants: CC(=O)[O-], CC(=O)[O-], CC(=O)[O-], CC(=O)[O-], CN1CCC(=NO)CC1, O=C(O)c1cc(F)cc(F)c1, [Pb+4]. Product: CN1CCC(N=O)(OC(=O)c2cc(F)cc(F)c2)CC1. RXN SMILES: [C:10]([O-:11])(=[O:12])[CH3:13].[C:14]([O-:15])(=[O:16])[CH3:17].[C:18]([O-:19])(=[O:20])[CH3:21].[C:22]([O-:23])(=[O:24])[CH3:25].[CH3:1][N:2]1[CH2:3][CH2:4][C:5](=[N:8][OH:9])[CH2:6][CH2:7]1.[F:27][c:28]1[cH:29][c:30]([C:31](=[O:32])[OH:33])[cH:34][c:35]([F:37])[cH:36]1.[Pb+4:26]>>[CH3:1][N:2]1[CH2:3][CH2:4][C:5]([N:8]=[O:9])([O:33][C:31]([c:30]2[cH:29][c:28]([F:27])[cH:36][c:35]([F:37])[cH:34]2)=[O:32])[CH2:6][CH2:7]1. Product: CC(C)Oc1cc(Oc2ccc3c(c2)OCCN(C)C3=O)cc(C(=O)Nc2ccn(C)n2)c1. Reactants: CCO, O=C[O-], CC(C)Oc1cc(Oc2ccc3c(c2Cl)OCCN(C)C3=O)cc(C(=O)Nc2ccn(C)n2)c1, [NH4+]. Reaction SMILES: [CH3:39][CH2:40][OH:41].[CH:35]([O-:36])=[O:37].[Cl:1][c:2]1[c:3]([O:15][c:16]2[cH:17][c:18]([C:19](=[O:20])[NH:21][c:22]3[n:23][n:24]([CH3:27])[cH:25][cH:26]3)[cH:28][c:29]([O:31][CH:32]([CH3:33])[CH3:34])[cH:30]2)[cH:4][cH:5][c:6]2[c:12]1[O:11][CH2:10][CH2:9][N:8]([CH3:13])[C:7]2=[O:14].[NH4+:38]>>[cH:2]1[c:3]([O:15][c:16]2[cH:17][c:18]([C:19](=[O:20])[NH:21][c:22]3[n:23][n:24]([CH3:27])[cH:25][cH:26]3)[cH:28][c:29]([O:31][CH:32]([CH3:33])[CH3:34])[cH:30]2)[cH:4][cH:5][c:6]2[c:12]1[O:11][CH2:10][CH2:9][N:8]([CH3:13])[C:7]2=[O:14]. The reactants are IC1=CC=C(C(=O)O)C=C1 (4-iodobenzoic acid), C(#C)C=1C2=C(SC1)C=CC=C2OC (3-Ethynyl-4-methoxybenzo[b]thiophene), C(C)(=O)OCC (ethyl acetate). Reagents/catalysts: C=1C=CC(=CC1)[P](C=2C=CC=CC2)(C=3C=CC=CC3)[Pd]([P](C=4C=CC=CC4)(C=5C=CC=CC5)C=6C=CC=CC6)([P](C=7C=CC=CC7)(C=8C=CC=CC8)C=9C=CC=CC9)[P](C=1C=CC=CC1)(C=1C=CC=CC1)C=1C=CC=CC1 (tetrakis(triphenylphosphine)palladium), [Cu]I (copper (I) iodide). Solvent: C(C)N(CC)CC (triethylamine). The product is C(=O)(O)C1=CC=C(C=C1)C#CC=1C2=C(SC1)C=CC=C2OC (3-[2-(4-carboxyphenyl)ethynyl]-4-methoxybenzo[b]thiophene). Yield: 97.7%. RXN SMILES: [C:1]([C:3]1[C:4]2[C:11]([O:12][CH3:13])=[CH:10][CH:9]=[CH:8][C:5]=2[S:6][CH:7]=1)#[CH:2].I[C:15]1[CH:23]=[CH:22][C:18]([C:19]([OH:21])=[O:20])=[CH:17][CH:16]=1.C(OCC)(=O)C>C(N(CC)CC)C.C1C=CC([P]([Pd]([P](C2C=CC=CC=2)(C2C=CC=CC=2)C2C=CC=CC=2)([P](C2C=CC=CC=2)(C2C=CC=CC=2)C2C=CC=CC=2)[P](C2C=CC=CC=2)(C2C=CC=CC=2)C2C=CC=CC=2)(C2C=CC=CC=2)C2C=CC=CC=2)=CC=1.[Cu]I>[C:19]([C:18]1[CH:22]=[CH:23][C:15]([C:2]#[C:1][C:3]2[C:4]3[C:11]([O:12][CH3:13])=[CH:10][CH:9]=[CH:8][C:5]=3[S:6][CH:7]=2)=[CH:16][CH:17]=1)([OH:21])=[O:20] |^1:40,42,61,80|. Procedure details: 3-Ethynyl-4-methoxybenzo[b]thiophene (0.2 g) was dissolved in triethylamine (4mL). To the solution were added 4-iodobenzoic acid (0.29 g), tetrakis(triphenylphosphine)palladium (0) (0.12 g) and copper (I) iodide (41 mg), and the mixture was heated for ref lux under an argon atmosphere overnight. The reaction mixture was poured into ethyl acetate-1 mol/L hydrochloric acid, and the insoluble material was removed by filtration. The organic layer was separated from the filtrate, washed with water an...